This data is from the Open Reaction Database (ORD), a public repository of structured organic reaction records. The task is: describe an organic reaction: reactants, conditions, products, and yield The reactants are O=C([O-])[O-], COc1cc2nc[nH]c(=O)c2cc1OC, ClCCCCI, [K+], [K+], CN(C)C=O, O=c1ncc2ccccc2[nH]1. Yields the product COc1cc2ncn(CCCCCl)c(=O)c2cc1OC. RXN SMILES: [C:33](=[O:34])([O-:35])[O-:36].[CH3:1][O:2][c:3]1[cH:4][c:5]2[c:6](=[O:15])[nH:7][cH:8][n:9][c:10]2[cH:11][c:12]1[O:13][CH3:14].[Cl:27][CH2:28][CH2:29][CH2:30][CH2:31][I:32].[K+:37].[K+:38].[O:39]=[CH:40][N:41]([CH3:42])[CH3:43].[nH:16]1[c:17]2[c:18]([cH:19][cH:20][cH:21][cH:22]2)[cH:23][n:24][c:25]1=[O:26]>>[CH3:1][O:2][c:3]1[cH:4][c:5]2[c:6](=[O:15])[n:7]([CH2:31][CH2:30][CH2:29][CH2:28][Cl:27])[cH:8][n:9][c:10]2[cH:11][c:12]1[O:13][CH3:14]. Reactants: CC(=O)O, Cc1c(-c2ccccc2)oc2c(S(=O)(=O)Cl)cccc2c1=O, [Cl-], Cl, O, O. Yields the product Cc1c(-c2ccccc2)oc2c(S)cccc2c1=O. As a reaction SMILES: [CH3:27][C:28](=[O:29])[OH:30].[CH3:4][c:5]1[c:6](-[c:20]2[cH:21][cH:22][cH:23][cH:24][cH:25]2)[o:7][c:8]2[c:9]([c:10]1=[O:11])[cH:12][cH:13][cH:14][c:15]2[S:16]([Cl:17])(=[O:18])=[O:19].[Cl-:3].[ClH:26].[OH2:1].[OH2:2]>>[CH3:4][c:5]1[c:6](-[c:20]2[cH:21][cH:22][cH:23][cH:24][cH:25]2)[o:7][c:8]2[c:9]([c:10]1=[O:11])[cH:12][cH:13][cH:14][c:15]2[SH:16].